From a dataset of the Open Reaction Database (ORD), a public repository of structured organic reaction records. describe an organic reaction: reactants, conditions, products, and yield The reactants are C(C)(C)(C)O (tertiary butyl alcohol), O (water). Product: C=CC (propylene), C1C(C)O1 (propylene oxide), C(C(C)O)O (propylene glycol). Reaction SMILES: [C:1]([OH:5])(C)([CH3:3])[CH3:2].[OH2:6]>>[CH2:2]=[CH:1][CH3:3].[CH2:2]1[O:5][CH:1]1[CH3:3].[CH2:2]([OH:6])[CH:1]([OH:5])[CH3:3]. Procedure: The epoxidation step of the process produces a product stream comprising propylene, propylene oxide, propylene glycol, tertiary butyl alcohol, and water. The product stream components are purified by a distillation process comprising three steps. The product stream may contain some residual hydrogen peroxide from the epoxidation reaction, however, if present, the residual hydrogen peroxide will decompose to water during the distillation steps. First, the product stream is distilled to produce a ... Starting materials: [H-].[Na+] (sodium hydride), BrC1=CC=C(OC(C(C(C)(C)C)O)N2N=CN=C2)C=C1 (1-(4-bromophenoxy)-3,3-dimethyl-1-(1,2,4-triazol-1-yl)-butan-2-ol), C(C=C)Br (allyl bromide), [Na] (sodium). The solvent is O1CCOCC1 (dioxane), O1CCOCC1 (dioxane). The product is C(C=C)OC(C(N1N=CN=C1)OC1=CC=C(C=C1)Br)C(C)(C)C (2-allyloxy-1-(4-bromophenoxy)-3,3-dimethyl-1-(1,2,4-triazol-1-yl)-butane). Isolated yield 78.9%. RXN SMILES: [Br:1][C:2]1[CH:20]=[CH:19][C:5]([O:6][CH:7]([N:14]2[CH:18]=[N:17][CH:16]=[N:15]2)[CH:8]([OH:13])[C:9]([CH3:12])([CH3:11])[CH3:10])=[CH:4][CH:3]=1.[H-].[Na+].[CH2:23](Br)[CH:24]=[CH2:25].[Na]>O1CCOCC1>[CH2:25]([O:13][CH:8]([C:9]([CH3:11])([CH3:12])[CH3:10])[CH:7]([O:6][C:5]1[CH:4]=[CH:3][C:2]([Br:1])=[CH:20][CH:19]=1)[N:14]1[CH:18]=[N:17][CH:16]=[N:15]1)[CH:24]=[CH2:23] |f:1.2,^1:26|. Procedure details: 34 g (0.1 mol) of 1-(4-bromophenoxy)-3,3-dimethyl-1-(1,2,4-triazol-1-yl)-butan-2-ol were suspended in 175 ml of dioxane and the suspension was added dropwise to a mixture of 3.5 g of 80% strength sodium hydride and 125 ml of dioxane while stirring. Thereafter, the mixture was heated under reflux for one hour. After cooling, 14.5 g (0.12 mol) of allyl bromide were added dropwise at room temperature to the sodium salt thus obtained. The mixture was then heated under reflux for 15 hours, allowed to... Reactants: aryl-substituted rhodanine, S1C(=S)NC(=O)C1 (rhodanine), CC(C)(C)C=1C=C(C=C(C1O)C(C)(C)C)C=C1C(NCS1)=O (5-[[3,5-Bis(1,1-dimethylethyl) -4-hydroxyphenyl]methylene]-4-thiazolidinone), CC(C)(C)C=1C=C(C=C(C1O)C(C)(C)C)C=C1C(NCS1)=O (5-[[3,5-Bis(1,1-dimethylethyl) -4-hydroxyphenyl]methylene]-4-thiazolidinone), CC(C)(C)C=1C=C(C=C(C1O)C(C)(C)C)CC1C(NCS1)=O (5-[[3,5-bis(1,1-dimethylethyl)-4-hydroxyphenyl]methyl]-4-thiazolidinone), CC(C)(C)C=1C=C(C=C(C1O)C(C)(C)C)CC1C(NCS1)=O (5-[[3,5-bis(1,1-dimethylethyl)-4-hydroxyphenyl]methyl]-4-thiazolidinone), CC(C)(C)C=1C=C(C=C(C1O)C(C)(C)C)CC1C(NC(S1)=S)=O (5-[[3,5-bis(1,1-dimethylethyl)-4-hydroxyphenyl]methyl]-2-thioxo -4-thiazolidinone), CC(C)(C)C=1C=C(C=C(C1O)C(C)(C)C)CC1C(NC(S1)=S)=O (5-[[3,5-bis(1,1-dimethylethyl)-4-hydroxyphenyl]methyl]-2-thioxo -4-thiazolidinone), Compound A, C(C)(C)(C)C=1C=C(C=O)C=C(C1O)C(C)(C)C (3,5-di-tert-butyl-4-hydroxybenzaldehyde), CC(C)(C)C=1C=C(C=C(C1O)C(C)(C)C)C=C1C(NC(S1)=S)=O (5-[[3,5-bis(1,1-dimethylethyl)-4-hydroxyphenyl]methylene]-2-thioxo-4-thiazolidinone). The reagents and catalysts are fused sodium acetate. The solvent is C(C)(=O)O (acetic acid). Product: CC(C)C=1C=C(C=C(C1O)C(C)C)C=C1C(N(CS1)C)=O (5-[[3,5-bis(1-methylethyl)-4-hydroxyphenyl]methylene]-3-methyl-4-thiazolidinone). Reaction SMILES: [CH3:1][C:2]([C:5]1[CH:6]=[C:7]([CH:16]=[C:17]2[S:21][C:20](=S)[NH:19][C:18]2=[O:23])[CH:8]=[C:9]([C:12](C)([CH3:14])[CH3:13])[C:10]=1[OH:11])(C)[CH3:3].[C:24](C1C=C(C=C(C(C)(C)C)C=1O)C=O)(C)(C)C.S1CC(=O)NC1=S.CC(C1C=C(C=C2SCNC2=O)C=C(C(C)(C)C)C=1O)(C)C.CC(C1C=C(CC2SCNC2=O)C=C(C(C)(C)C)C=1O)(C)C.CC(C1C=C(CC2SC(=S)NC2=O)C=C(C(C)(C)C)C=1O)(C)C>C(O)(=O)C>[CH3:3][CH:2]([C:5]1[CH:6]=[C:7]([CH:16]=[C:17]2[S:21][CH2:20][N:19]([CH3:24])[C:18]2=[O:23])[CH:8]=[C:9]([CH:12]([CH3:13])[CH3:14])[C:10]=1[OH:11])[CH3:1]. Procedure: The aryl-substituted rhodanine derivatives of formula I are either known in the art or may be prepared by any of a number of well-known procedures. For example, Teuber et al., Leibigs Ann. Chem., 757 (1978) disclose 5-[[3,5-bis(1,1-dimethylethyl)-4-hydroxyphenyl]methylene]-2-thioxo-4-thiazolidinone (referred to in the following discussion as Compound A). The compound is prepared by reacting 3,5-di-tert-butyl-4-hydroxybenzaldehyde with rhodanine at reflux temperature in glacial acetic acid using ... Reactants: COC(=O)[C@H]1N(C[C@@H](C1)S(=O)(=O)CC1CC1)C(CC(C)=O)=S ((2S,4R)-4-cyclopropylmethanesulfonyl-1-(3-oxo-thiobutyryl)-pyrrolidine-2-carboxylic acid methyl ester), FC(CNN)(F)F (2,2,2-trifluoroethylhydrazine). Product: COC(=O)[C@H]1N(C[C@@H](C1)S(=O)(=O)CC1CC1)C=1N(N=C(C1)C)CC(F)(F)F ((2S,4R)-4-Cyclopropylmethanesulfonyl-1-[5-methyl-2-(2,2,2-trifluoro-ethyl)-2H-pyrazol-3-yl]-pyrrolidine-2-carboxylic acid methyl ester). Reaction SMILES: [CH3:1][O:2][C:3]([C@@H:5]1[CH2:9][C@@H:8]([S:10]([CH2:13][CH:14]2[CH2:16][CH2:15]2)(=[O:12])=[O:11])[CH2:7][N:6]1[C:17](=S)[CH2:18][C:19](=O)[CH3:20])=[O:4].[F:23][C:24]([F:29])([F:28])[CH2:25][NH:26][NH2:27]>>[CH3:1][O:2][C:3]([C@@H:5]1[CH2:9][C@@H:8]([S:10]([CH2:13][CH:14]2[CH2:16][CH2:15]2)(=[O:12])=[O:11])[CH2:7][N:6]1[C:17]1[N:26]([CH2:25][C:24]([F:29])([F:28])[F:23])[N:27]=[C:19]([CH3:20])[CH:18]=1)=[O:4]. Procedure details: In analogy to the procedure described in example 192 h, (2S,4R)-4-cyclopropylmethanesulfonyl-1-(3-oxo-thiobutyryl)-pyrrolidine-2-carboxylic acid methyl ester (example 445c) was reacted with 2,2,2-trifluoroethylhydrazine (CAS Reg. No. 5042-30-8) to give the title compound as brown solid. MS (ESI): m/z=409.9 [M+H]+. Reactants: NC(C)CC1=CC=CC=C1 (amphetamine), [H+].C[C@@H]([C@@H](C1=CC=CC=C1)O)N.[Cl-] (norephedrine hydrochloride). Run in C(C)(=O)O (acetic acid). Yields the product C1(=CC=CC=C1)CCCN (phenylpropylamine), C[C@H]([C@H](C1=CC=CC=C1)O)N (norephedrine). RXN SMILES: N[CH:2]([CH2:4][C:5]1[CH:10]=[CH:9][CH:8]=[CH:7][CH:6]=1)[CH3:3].[H+].[CH3:12][C@H:13]([NH2:22])[C@H:14]([OH:21])[C:15]1[CH:20]=[CH:19][CH:18]=[CH:17][CH:16]=1.[Cl-]>C(O)(=O)C>[C:5]1([CH2:4][CH2:2][CH2:3][NH2:22])[CH:10]=[CH:9][CH:8]=[CH:7][CH:6]=1.[CH3:12][C@@H:13]([NH2:22])[C@@H:14]([OH:21])[C:15]1[CH:16]=[CH:17][CH:18]=[CH:19][CH:20]=1 |f:1.2.3|. Procedure: The commercially available precursor to dextroamphetamine is 1R,2S-(−)-norephedrine. Attempts were made to O-acetylate the norephedrine free base, but produced mostly N-acetylamphetamine according to an analysis of the carbonyl region of the infrared spectra. In one experiment, norephedrine free base in acetic acid was treated with 0.5 equivalents of sulfuric acid and then treated with 1.1 equivalents of acetic anhydride with heating to 63° C. to obtain a clear solution. Catalytic reduction foll... The reactants are CON=C(C(=O)OC)C1=C(C2=CC=CC=C2C=C1)O (methyl 1-hydroxy-2-naphthylglyoxylate O-methyloxime), FC1=C(CCl)C=CC=C1 (2-fluorobenzyl chloride), C([O-])([O-])=O.[K+].[K+] (potassium carbonate). Solvent: CO (methanol). The product is CON=C(C(=O)OC)C1=C(C2=CC=CC=C2C=C1)OCC1=C(C=CC=C1)F (methyl 1-(2-fluorobenzyloxy)-2-naphthylglyoxylate O-methyloxime). The yield is 71.6%. RXN SMILES: [CH3:1][O:2][N:3]=[C:4]([C:9]1[CH:18]=[CH:17][C:16]2[C:11](=[CH:12][CH:13]=[CH:14][CH:15]=2)[C:10]=1[OH:19])[C:5]([O:7][CH3:8])=[O:6].[F:20][C:21]1[CH:28]=[CH:27][CH:26]=[CH:25][C:22]=1[CH2:23]Cl.C(=O)([O-])[O-].[K+].[K+]>CO>[CH3:1][O:2][N:3]=[C:4]([C:9]1[CH:18]=[CH:17][C:16]2[C:11](=[CH:12][CH:13]=[CH:14][CH:15]=2)[C:10]=1[O:19][CH2:23][C:22]1[CH:25]=[CH:26][CH:27]=[CH:28][C:21]=1[F:20])[C:5]([O:7][CH3:8])=[O:6] |f:2.3.4|. Procedure: 5 g (19 mmol) of methyl 1-hydroxy-2-naphthylglyoxylate O-methyloxime, 2.7 g (19 mmol) of 2-fluorobenzyl chloride and 2.6 g (19 mmol) of potassium carbonate in 65 ml of methanol are stirred under reflux for 8 h. The mixture is cooled to room temperature and the solids are removed by filtration. The filtrate is concentrated, and dilute sodium hydroxide solution is added. The mixture is then extracted by shaking several times with ether; the combined ether phases are washed with H2O, dried over sod... The product is CCC=CC12CCC(=O)C(C)=C1c1ccc(O)cc1C2. Starting materials: CCC=CC12CCC(=O)C(C)=C1c1ccc(OC)cc1C2, Cl, c1ccncc1. Reaction SMILES: [CH:1](=[CH:2][CH2:3][CH3:4])[C:5]12[CH2:6][c:7]3[cH:8][c:9]([O:20][CH3:21])[cH:10][cH:11][c:12]3[C:13]1=[C:14]([CH3:19])[C:15](=[O:18])[CH2:16][CH2:17]2.[ClH:22].[n:23]1[cH:24][cH:25][cH:26][cH:27][cH:28]1>>[CH:1](=[CH:2][CH2:3][CH3:4])[C:5]12[CH2:6][c:7]3[cH:8][c:9]([OH:20])[cH:10][cH:11][c:12]3[C:13]1=[C:14]([CH3:19])[C:15](=[O:18])[CH2:16][CH2:17]2. The reactants are N1CCCCC1 (piperidine), BrCCCCCCCCCC (1-bromodecane), C([O-])([O-])=O.[K+].[K+] (potassium carbonate). Solvent: CC(=O)C (acetone). Conditions: temperature 55 celsius. The product is C(CCCCCCCCC)N1CCCCC1 (N-decylpiperidine). The yield is 50.4%. RXN SMILES: [NH:1]1[CH2:6][CH2:5][CH2:4][CH2:3][CH2:2]1.Br[CH2:8][CH2:9][CH2:10][CH2:11][CH2:12][CH2:13][CH2:14][CH2:15][CH2:16][CH3:17].C(=O)([O-])[O-].[K+].[K+]>CC(C)=O>[CH2:8]([N:1]1[CH2:6][CH2:5][CH2:4][CH2:3][CH2:2]1)[CH2:9][CH2:10][CH2:11][CH2:12][CH2:13][CH2:14][CH2:15][CH2:16][CH3:17] |f:2.3.4|. Procedure: N-decylpiperidine was synthesized by reacting 45.7 g piperidine with 118.7 g 1-bromodecane in 237 mL acetone in the presence of 74 g potassium carbonate. After refluxing this reaction mixture at 55° C. for 24 hr, it was filtered and acetone was removed from the filtrate to yield 61 g N-decylpiperidine. 5 g N-decylpiperidine and 42 g 1-bromo-3-chloropropane were dissolved in 50 mL methanol and the reaction mixture was heated at 65° C. for 18 hr. After cooling to room temperature, methanol was rem... Reactants: C1(=CC=CC=C1)P(C1=CC=CC=C1)C1=CC=CC=C1 (Triphenylphosphine), OCCN1C(SC(C1=O)CCCCCCCCC)C=1C=NC=CC1 (3-(2-hydroxyethyl)-5-(n-nonyl)-2-(3-pyridyl)thiazolidin-4-one), C(Cl)(Cl)(Cl)Cl (carbon tetrachloride). The product is ClCCN1C(SC(C1=O)CCCCCCCCC)C=1C=NC=CC1 (3-(2-chloroethyl)-5-(n-nonyl)-2-(3-pyridyl)thiazolidin-4-one). Isolated yield 80.0%. Reaction SMILES: C1(P(C2C=CC=CC=2)C2C=CC=CC=2)C=CC=CC=1.O[CH2:21][CH2:22][N:23]1[C:27](=[O:28])[CH:26]([CH2:29][CH2:30][CH2:31][CH2:32][CH2:33][CH2:34][CH2:35][CH2:36][CH3:37])[S:25][CH:24]1[C:38]1[CH:39]=[N:40][CH:41]=[CH:42][CH:43]=1.C(Cl)(Cl)(Cl)[Cl:45]>>[Cl:45][CH2:21][CH2:22][N:23]1[C:27](=[O:28])[CH:26]([CH2:29][CH2:30][CH2:31][CH2:32][CH2:33][CH2:34][CH2:35][CH2:36][CH3:37])[S:25][CH:24]1[C:38]1[CH:39]=[N:40][CH:41]=[CH:42][CH:43]=1. Procedure: Triphenylphosphine (3.44 g, 13 mmol) was added to a mixture of 3-(2-hydroxyethyl)-5-(n-nonyl)-2-(3-pyridyl)thiazolidin-4-one (3.49 g, 10 mmol) and carbon tetrachloride (20 ml) with stirring at room temperature. Then the mixture was refluxed with stirring for 2.5 hours. The product mixture was cooled and filtered to remove the formed crystals. The filtrate was concentrated and chromatographed, giving the cis-isomer (0.55 g) and trans-isomer (1.46 g) of the title compound and a mixture of two isom...